Dataset: the Open Reaction Database (ORD), a public repository of structured organic reaction records. Task: describe an organic reaction: reactants, conditions, products, and yield Reactants: ClC=1C=2N(C3=CC=CC=C3N1)C(=CN2)C (4-chloro-1-methylimidazo[1,2-a]quinoxaline), CN1CCNCC1 (N-methylpiperazine). Yields the product CC1=CN=C2N1C1=CC=CC=C1N=C2N2CCN(CC2)C (1-methyl-4(N'-methylpiperazinyl)imidazo[1,2-a]quinoxaline). RXN SMILES: Cl[C:2]1[C:3]2[N:4]([C:12]([CH3:15])=[CH:13][N:14]=2)[C:5]2[C:10]([N:11]=1)=[CH:9][CH:8]=[CH:7][CH:6]=2.[CH3:16][N:17]1[CH2:22][CH2:21][NH:20][CH2:19][CH2:18]1>>[CH3:15][C:12]1[N:4]2[C:5]3[C:10]([N:11]=[C:2]([N:20]4[CH2:21][CH2:22][N:17]([CH3:16])[CH2:18][CH2:19]4)[C:3]2=[N:14][CH:13]=1)=[CH:9][CH:8]=[CH:7][CH:6]=3. Reported procedure: By reaction of 4-chloro-1-methylimidazo[1,2-a]quinoxaline (example 2) with N-methylpiperazine, according to a procedure that is similar to that followed in example 3, there is obtained 1-methyl-4(N'-methylpiperazinyl)imidazo[1,2-a]quinoxaline. m.p. (DSC)=108.0° C.(onset); IR (KBr): 2928, 1535, 1510 cm-1 ; 1H-NMR (CDCl3): δ8.1 (1H,dd), 7.7 (1H,dd), 7.4÷7.0 (3H,m), 4.35 (4H,t), 2.85 (3H,s), 2.6 (4H,t), 2.3 (3H,s); UV (EtOH): λmax =228, 248, 279, 309, 325 nm. Elementary analysis for C16H19N5 (m.w. ...